The task is: describe an organic reaction: reactants, conditions, products, and yield. This data is from the Open Reaction Database (ORD), a public repository of structured organic reaction records. Starting materials: C(=O)(Cl)Cl (phosgene), FC1=C(NC2=NC=C(C=C2N)[N+](=O)[O-])C=CC=C1 (2-(2-fluoroanilino)-3-amino-5-nitropyridine). Run in C1=CC=CC=C1 (benzene). Reaction conditions: time 2 hour. The product is FC1=C(C=CC=C1)N1C(NC=2C1=NC=C(C2)[N+](=O)[O-])=O (1,3-dihydro-3-(2-fluorophenyl)-6-nitroimidazo[4,5-b]pyridin-2-one). Reaction SMILES: [F:1][C:2]1[CH:18]=[CH:17][CH:16]=[CH:15][C:3]=1[NH:4][C:5]1[C:10]([NH2:11])=[CH:9][C:8]([N+:12]([O-:14])=[O:13])=[CH:7][N:6]=1.[C:19](Cl)(Cl)=[O:20]>C1C=CC=CC=1>[F:1][C:2]1[CH:18]=[CH:17][CH:16]=[CH:15][C:3]=1[N:4]1[C:5]2=[N:6][CH:7]=[C:8]([N+:12]([O-:14])=[O:13])[CH:9]=[C:10]2[NH:11][C:19]1=[O:20]. Reported procedure: The product from Step B (750 mg.) is dissolved in 150 ml. of benzene and treated with phosgene until reaction is complete. After standing 2 hours, the precipitate is collected and recrystallized from ethanol to give 1,3-dihydro-3-(2-fluorophenyl)-6-nitroimidazo[4,5-b]pyridin-2-one, m.p. 234°-236° C. Starting materials: ClCC=1N=C(OC1C1=CC=CC=C1)C1=CC=C(C=C1)C (4-chloromethyl-5-phenyl-2-p-tolyloxazole), C/C(=N\O)/C(=O)C (diacetylmonoxime), C(C1=CC=CC=C1)=O (benzaldehyde). The product is ClCC=1N=C(OC1C)C1=CC=CC=C1 (4-chloromethyl-5-methyl-2-phenyloxazole). RXN SMILES: [Cl:1][CH2:2][C:3]1[N:4]=[C:5]([C:14]2[CH:19]=[CH:18][C:17](C)=[CH:16][CH:15]=2)[O:6][C:7]=1[C:8]1C=CC=CC=1.C/C(/C(C)=O)=N\O.C(=O)C1C=CC=CC=1>>[Cl:1][CH2:2][C:3]1[N:4]=[C:5]([C:14]2[CH:19]=[CH:18][CH:17]=[CH:16][CH:15]=2)[O:6][C:7]=1[CH3:8]. Reported procedure: Analogously to the building block synthesis of 4-chloromethyl-5-phenyl-2-p-tolyloxazole, diacetylmonoxime and benzaldehyde gave 4-chloromethyl-5-methyl-2-phenyloxazole. The reactants are NC=1C=C(C=CC1)C=1N=C(SC1)C=1C=NC=CC1 (4-(3-aminophenyl)-2-(3-pyridyl)-thiazole), C(=O)(C=1NC=CN1)C=1NC=CN1 (carbonyl diimidazole), CSC=1C=C2CCNC2=CC1C(F)(F)F (5-Methylthio-6-trifluoromethyl indoline), CN(C=O)C (N,N-dimethylformamide). The solvent is C(Cl)(Cl)Cl (chloroform), ClCCl (dichloromethane), O (water). Conditions: temperature 100 celsius. Product: CSC=1C=C2CCN(C2=CC1C(F)(F)F)C(NC1=CC(=CC=C1)C=1N=C(SC1)C=1C=NC=CC1)=O (5-Methylthio-6-trifluoromethyl-1-[3-[2-(3-pyridyl)thiazol-4-yl]phenylcarbamoyl}indoline). Yield: 71.5%. As a reaction SMILES: [NH2:1][C:2]1[CH:3]=[C:4]([C:8]2[N:9]=[C:10]([C:13]3[CH:14]=[N:15][CH:16]=[CH:17][CH:18]=3)[S:11][CH:12]=2)[CH:5]=[CH:6][CH:7]=1.[C:19](C1NC=CN=1)(C1NC=CN=1)=[O:20].[CH3:31][S:32][C:33]1[CH:34]=[C:35]2[C:39](=[CH:40][C:41]=1[C:42]([F:45])([F:44])[F:43])[NH:38][CH2:37][CH2:36]2.CN(C)C=O>C(Cl)(Cl)Cl.ClCCl.O>[CH3:31][S:32][C:33]1[CH:34]=[C:35]2[C:39](=[CH:40][C:41]=1[C:42]([F:45])([F:43])[F:44])[N:38]([C:19](=[O:20])[NH:1][C:2]1[CH:7]=[CH:6][CH:5]=[C:4]([C:8]3[N:9]=[C:10]([C:13]4[CH:14]=[N:15][CH:16]=[CH:17][CH:18]=4)[S:11][CH:12]=3)[CH:3]=1)[CH2:37][CH2:36]2. Reported procedure: A solution of 4-(3-aminophenyl)-2-(3-pyridyl)-thiazole (0.76 g, 3 mmol) in chloroform (30 ml) was added to a solution of carbonyl diimidazole (0.49 g, 3 mmol) in dichloromethane (10 ml). After 1 h the mixture was evaporated 5-Methylthio-6-trifluoromethyl indoline (0.7 g, 3 mmol) and N,N-dimethylformamide (20 ml) were added. The mixture was heated at 100° C. for 1 h, then diluted with water (50 ml). Filtraton and evaporated afforded a yellow solid (1.1 g). Recrystallisation from ethyl acetate-pet... Reactants: ClC1=C(C=C(C=C1)B(O)O)F ((4-chloro-3-fluorophenyl)boronic acid), FC(S(=O)(=O)OC1=CC=C(C=C1)[C@@H]1CCCN2C1=NS(CC2)(=O)=O)(F)F (4-[(9S)-2,2-dioxido-3,4,6,7,8,9-hexahydropyrido[2,1-c][1,2,4]thiadiazin-9-yl]phenyl trifluoromethanesulfonate), C([O-])([O-])=O.[Na+].[Na+] (sodium carbonate). Reagents/catalysts: C=1C=CC(=CC1)[P](C=2C=CC=CC2)(C=3C=CC=CC3)[Pd]([P](C=4C=CC=CC4)(C=5C=CC=CC5)C=6C=CC=CC6)([P](C=7C=CC=CC7)(C=8C=CC=CC8)C=9C=CC=CC9)[P](C=1C=CC=CC1)(C=1C=CC=CC1)C=1C=CC=CC1 (Tetrakis(triphenylphosphine)palladium(0)). Run in CCO (EtOH), O (water), CN(C)C=O (DMF). Reaction conditions: temperature 50 celsius, time 16 hour. Product: ClC1=C(C=C(C=C1)C1=CC=C(C=C1)[C@@H]1CCCN2C1=NS(CC2)(=O)=O)F ((9S)-9-(4′-chloro-3′-fluorobiphenyl-4-yl)-3,4,6,7,8,9-hexahydropyrido[2,1-c][1,2,4]thiadiazine 2,2-dioxide). The yield is 5.2%. As a reaction SMILES: [Cl:1][C:2]1[CH:7]=[CH:6][C:5](B(O)O)=[CH:4][C:3]=1[F:11].FC(F)(F)S(O[C:18]1[CH:23]=[CH:22][C:21]([C@H:24]2[C:29]3=[N:30][S:31](=[O:35])(=[O:34])[CH2:32][CH2:33][N:28]3[CH2:27][CH2:26][CH2:25]2)=[CH:20][CH:19]=1)(=O)=O.C(=O)([O-])[O-].[Na+].[Na+]>CCO.O.CN(C=O)C.C1C=CC([P]([Pd]([P](C2C=CC=CC=2)(C2C=CC=CC=2)C2C=CC=CC=2)([P](C2C=CC=CC=2)(C2C=CC=CC=2)C2C=CC=CC=2)[P](C2C=CC=CC=2)(C2C=CC=CC=2)C2C=CC=CC=2)(C2C=CC=CC=2)C2C=CC=CC=2)=CC=1>[Cl:1][C:2]1[CH:7]=[CH:6][C:5]([C:18]2[CH:19]=[CH:20][C:21]([C@H:24]3[C:29]4=[N:30][S:31](=[O:35])(=[O:34])[CH2:32][CH2:33][N:28]4[CH2:27][CH2:26][CH2:25]3)=[CH:22][CH:23]=2)=[CH:4][C:3]=1[F:11] |f:2.3.4,^1:56,58,77,96|. Reported procedure: Tetrakis(triphenylphosphine)palladium(0) (16.0 mg) was added to a mixture of (4-chloro-3-fluorophenyl)boronic acid (85.0 mg), 4-[(9S)-2,2-dioxido-3,4,6,7,8,9-hexahydropyrido[2,1-c][1,2,4]thiadiazin-9-yl]phenyl trifluoromethanesulfonate (100 mg) and sodium carbonate (51.4 mg) in EtOH (3 mL), water (1.5 mL) and DMF (dry) (2 mL). The mixture was stirred at 50° C. under nitrogen for 16 hr. Silica-gel was added and the volatiles were removed in vacuo. The mixture supported on silica-gel was purified ... Reactants: O=C(CS(=O)(=O)C=1C=C(C=C(C1OCCC)OCC1=CC=CC=C1)[C@@H]1O[C@H](CC1)C1=CC(=C(C(=C1)OC)OC)OC)C (trans-2-[3-(2-Oxopropylsulfonyl)-4-n-propoxy-5-benzyloxyphenyl]-5-(3,4,5-trimethoxyphenyl)tetrahydrofuran). Reagents/catalysts: C(C)(=O)O (acetic acid), [Pd] (Pd/C). The solvent is C(C)(=O)OCC (ethyl acetate). Run at time 45 minute. Product: O=C(CS(=O)(=O)C=1C=C(C=C(C1OCCC)O)[C@@H]1O[C@H](CC1)C1=CC(=C(C(=C1)OC)OC)OC)C (trans-2-[3-(2-Oxopropylsulfonyl)-4-n-propoxy-5-hydroxyphenyl]-5-(3,4,5-trimethoxyphenyl)tetrahydrofuran). Reaction SMILES: [O:1]=[C:2]([CH3:42])[CH2:3][S:4]([C:7]1[CH:8]=[C:9]([C@H:25]2[CH2:29][CH2:28][C@H:27]([C:30]3[CH:35]=[C:34]([O:36][CH3:37])[C:33]([O:38][CH3:39])=[C:32]([O:40][CH3:41])[CH:31]=3)[O:26]2)[CH:10]=[C:11]([O:17]CC2C=CC=CC=2)[C:12]=1[O:13][CH2:14][CH2:15][CH3:16])(=[O:6])=[O:5]>C(O)(=O)C.C(OCC)(=O)C.[Pd]>[O:1]=[C:2]([CH3:42])[CH2:3][S:4]([C:7]1[CH:8]=[C:9]([C@H:25]2[CH2:29][CH2:28][C@H:27]([C:30]3[CH:31]=[C:32]([O:40][CH3:41])[C:33]([O:38][CH3:39])=[C:34]([O:36][CH3:37])[CH:35]=3)[O:26]2)[CH:10]=[C:11]([OH:17])[C:12]=1[O:13][CH2:14][CH2:15][CH3:16])(=[O:5])=[O:6]. Procedure details: A mixture of 1.2 g of 2-[3-oxopropylsulfonyl)-4-n-propoxy-5-benzyloxyphenyl]-5-(3,4,5-trimethoxyphenyl)tetrahydrofuran (STEP J), 400 mg 10% Pd/C, 1-2 drops of acetic acid in 100 mL of ethyl acetate was stirred under H2 at 40 psi for 45 minutes. The reaction mixture was filtered over a bed of celite and evaporated in vacuo to yield the title compound: NMR(200 MHz, CDCl3) δ 1.10(t, CH2CH2CH3), 1.92(m, CH2CH2CH3), 1.9-2.6(m, 3-CH2 and 4-CH2), 2.40(s, CH3C(O)CH2), 3.86(s, OCH3), 3.90(s, 2 OCH3), 4.1... Reactants: O=C([O-])[O-], COc1ccc(-n2ccnc2C(OC(=O)OC(C)(C)C)c2cc(F)ccc2F)cc1, CCOCC, Sc1ccc(Cl)cc1, [K+], [K+], O=C(O)C(F)(F)F. The product is COc1ccc(-n2ccnc2C(Sc2ccc(Cl)cc2)c2cc(F)ccc2F)cc1. Reaction SMILES: [C:46](=[O:47])([O-:48])[O-:49].[C:8]([O:9][C:10]([O:11][CH:16]([c:17]1[n:18](-[c:22]2[cH:23][cH:24][c:25]([O:28][CH3:29])[cH:26][cH:27]2)[cH:19][cH:20][n:21]1)[c:30]1[c:31]([F:37])[cH:32][cH:33][c:34]([F:36])[cH:35]1)=[O:12])([CH3:13])([CH3:14])[CH3:15].[CH2:52]([O:53][CH2:54][CH3:55])[CH3:56].[Cl:38][c:39]1[cH:40][cH:41][c:42]([SH:45])[cH:43][cH:44]1.[K+:50].[K+:51].[OH:1][C:2]([C:3]([F:4])([F:5])[F:6])=[O:7]>>[CH:16]([c:17]1[n:18](-[c:22]2[cH:23][cH:24][c:25]([O:28][CH3:29])[cH:26][cH:27]2)[cH:19][cH:20][n:21]1)([c:30]1[c:31]([F:37])[cH:32][cH:33][c:34]([F:36])[cH:35]1)[S:45][c:42]1[cH:41][cH:40][c:39]([Cl:38])[cH:44][cH:43]1. Starting materials: O=C([O-])[O-], COCCOC, [Cl-], COc1cc(OS(=O)(=O)C(F)(F)F)cc(OC)c1C, [Li+], [Na+], [Na+], c1ccc(P(c2ccccc2)(c2ccccc2)[Pd](P(c2ccccc2)(c2ccccc2)c2ccccc2)(P(c2ccccc2)(c2ccccc2)c2ccccc2)P(c2ccccc2)(c2ccccc2)c2ccccc2)cc1, OB(O)c1ccco1. Product: COc1cc(-c2ccco2)cc(OC)c1C. RXN SMILES: [C:30](=[O:31])([O-:32])[O-:33].[CH3:36][O:37][CH2:38][CH2:39][O:40][CH3:41].[Cl-:28].[F:1][C:2]([F:3])([F:4])[S:5]([O:6][c:7]1[cH:8][c:9]([O:16][CH3:17])[c:10]([CH3:15])[c:11]([O:13][CH3:14])[cH:12]1)(=[O:18])=[O:19].[Li+:29].[Na+:34].[Na+:35].[cH:42]1[cH:43][cH:44][c:45]([P:46]([Pd:47]([P:48]([c:49]2[cH:50][cH:51][cH:52][cH:53][cH:54]2)([c:55]2[cH:56][cH:57][cH:58][cH:59][cH:60]2)[c:61]2[cH:62][cH:63][cH:64][cH:65][cH:66]2)([P:67]([c:68]2[cH:69][cH:70][cH:71][cH:72][cH:73]2)([c:74]2[cH:75][cH:76][cH:77][cH:78][cH:79]2)[c:80]2[cH:81][cH:82][cH:83][cH:84][cH:85]2)[P:86]([c:87]2[cH:88][cH:89][cH:90][cH:91][cH:92]2)([c:93]2[cH:94][cH:95][cH:96][cH:97][cH:98]2)[c:99]2[cH:100][cH:101][cH:102][cH:103][cH:104]2)([c:105]2[cH:106][cH:107][cH:108][cH:109][cH:110]2)[c:111]2[cH:112][cH:113][cH:114][cH:115][cH:116]2)[cH:117][cH:118]1.[o:20]1[c:21]([B:25]([OH:26])[OH:27])[cH:22][cH:23][cH:24]1>>[c:7]1(-[c:21]2[o:20][cH:24][cH:23][cH:22]2)[cH:8][c:9]([O:16][CH3:17])[c:10]([CH3:15])[c:11]([O:13][CH3:14])[cH:12]1.